Task: describe an organic reaction: reactants, conditions, products, and yield. Dataset: the Open Reaction Database (ORD), a public repository of structured organic reaction records As a reaction SMILES: [Cl:1][C:2]1[CH:7]=[C:6]([Cl:8])[CH:5]=[CH:4][C:3]=1[CH2:9][N:10]([CH2:17][C@H:18]1[CH2:22][CH2:21][N:20](C(OC(C)(C)C)=O)[CH2:19]1)[CH:11]1[CH2:16][CH2:15][O:14][CH2:13][CH2:12]1.FC(F)(F)C(O)=O.[C:37]([OH:46])(=[O:45])[C@@H:38]([C@H:40]([C:42]([OH:44])=[O:43])[OH:41])[OH:39]>ClCCl.C(O)(C)C>[C:42]([C@@H:40]([C@H:38]([C:37]([OH:46])=[O:45])[OH:39])[OH:41])([OH:44])=[O:43].[Cl:1][C:2]1[CH:7]=[C:6]([Cl:8])[CH:5]=[CH:4][C:3]=1[CH2:9][N:10]([CH2:17][C@H:18]1[CH2:22][CH2:21][NH:20][CH2:19]1)[CH:11]1[CH2:12][CH2:13][O:14][CH2:15][CH2:16]1 |f:5.6|. Starting materials: ClC1=C(C=CC(=C1)Cl)CN(C1CCOCC1)C[C@@H]1CN(CC1)C(=O)OC(C)(C)C ((3R)-N-{[2,4-dichlorophenyl]methyl}-N-(tetrahydro-2H-pyran-4-yl)-1-tert-butyloxycarbonylpyrrolidine-3-yl-methylamine), FC(C(=O)O)(F)F (trifluoroacetic acid), C([C@H](O)[C@@H](O)C(=O)O)(=O)O (L-tartaric acid). Procedure details: A solution of (3R)-N-{[2,4-dichlorophenyl]methyl}-N-(tetrahydro-2H-pyran-4-yl)-1-tert-butyloxycarbonylpyrrolidine-3-yl-methylamine (0.36 g, 0.81 mmol) in dichloromethane (10 ml) is stirred at room temperature with trifluoroacetic acid (0.93 g, 8.10 mmol) overnight. The reaction mixture is concentrated in vacuo and the oil is dissolved in methanol, purified using a SCX-2 column (10 g), then washed with methanol. The basic product elutes with methanolic ammonia (2M). Evaporation to an oil and furt... The solvent is C(C)(C)O (isopropyl alcohol), ClCCl (dichloromethane). Yields the product C(=O)(O)[C@H](O)[C@@H](O)C(=O)O.ClC1=C(C=CC(=C1)Cl)CN(C1CCOCC1)C[C@@H]1CNCC1 (N-{[2,4-Dichlorophenyl]methyl}-N-(tetrahydro-2H-pyran-4-yl)-(3S)-pyrrolidine-3-yl-methylamine L-Tartrate). Yield: 9.6%. Solvent: C(=O)(O)[O-].[Na+] (NaHCO3), CCOC(=O)C (EtOAc), CN1CCCC1=O (NMP). Reaction conditions: temperature 120 celsius. Starting materials: ClC1=NC=CC2=C1N=C(N=C2)NC2=C(C=C(C=C2)C=2C=NN(C2)C)C (8-chloro-N-(2-methyl-4-(1-methyl-1H-pyrazol-4-yl)phenyl)pyrido[3,4-d]pyrimidin-2-amine), C1(CC1)CN (cyclopropanemethylamine). The product is C1(CC1)CNC1=NC=CC2=C1N=C(N=C2)NC2=C(C=C(C=C2)C=2C=NN(C2)C)C (N8-(cyclopropylmethyl)-N2-(2-methyl-4-(1-methyl-1H-pyrazol-4-yl)phenyl)pyrido[3,4-d]pyrimidine-2,8-diamine). Reported procedure: To a solution of 8-chloro-N-(2-methyl-4-(1-methyl-1H-pyrazol-4-yl)phenyl)pyrido[3,4-d]pyrimidin-2-amine (Preparation 113, 40 mg, 0.114 mmol) in NMP (3 mL) was added cyclopropanemethylamine (0.1 ml, 1.140 mmol). The reaction mixture was heated to 120° C. for 18 hours. The reaction mixture was diluted with aqueous saturated NaHCO3 (20 mL) and EtOAc (2×20 mL). The combined organic layers were washed with water (30 mL) and brine (30 mL), dried (MgSO4) and concentrated in vacuo. The residue was purif... RXN SMILES: Cl[C:2]1[C:7]2[N:8]=[C:9]([NH:12][C:13]3[CH:18]=[CH:17][C:16]([C:19]4[CH:20]=[N:21][N:22]([CH3:24])[CH:23]=4)=[CH:15][C:14]=3[CH3:25])[N:10]=[CH:11][C:6]=2[CH:5]=[CH:4][N:3]=1.[CH:26]1([CH2:29][NH2:30])[CH2:28][CH2:27]1>CN1C(=O)CCC1.C([O-])(O)=O.[Na+].CCOC(C)=O>[CH:26]1([CH2:29][NH:30][C:2]2[C:7]3[N:8]=[C:9]([NH:12][C:13]4[CH:18]=[CH:17][C:16]([C:19]5[CH:20]=[N:21][N:22]([CH3:24])[CH:23]=5)=[CH:15][C:14]=4[CH3:25])[N:10]=[CH:11][C:6]=3[CH:5]=[CH:4][N:3]=2)[CH2:28][CH2:27]1 |f:3.4|. Reactants: NC=1C=C2C=CC=NC2=C(N1)OC (6-amino-8-methoxy-1,7-naphthyridine), FC(S(=O)(=O)O)(F)F (trifluoromethane sulfonic acid), N(=O)[O-].[Na+] (sodium nitrite). The solvent is O (water), O (water). Product: FC(S(=O)(=O)OC=1C=C2C=CC=NC2=C(N1)OC)(F)F (6-Trifluoromethylsulfonyloxy-8-methoxy-1,7-naphthyridine). As a reaction SMILES: N[C:2]1[CH:3]=[C:4]2[C:9](=[C:10]([O:12][CH3:13])[N:11]=1)[N:8]=[CH:7][CH:6]=[CH:5]2.[F:14][C:15]([F:21])([F:20])[S:16]([OH:19])(=[O:18])=[O:17].N([O-])=O.[Na+]>O>[F:14][C:15]([F:21])([F:20])[S:16]([O:19][C:2]1[CH:3]=[C:4]2[C:9](=[C:10]([O:12][CH3:13])[N:11]=1)[N:8]=[CH:7][CH:6]=[CH:5]2)(=[O:18])=[O:17] |f:2.3|. Procedure details: To a solution of 6-amino-8-methoxy-1,7-naphthyridine (19 g, 0.108 mol) in a 1:1 mixture of water and trifluoromethane sulfonic acid (380 ml) is carefully added a solution of sodium nitrite (11.2 g, 0.162 mol) in water (40 ml) at 0° C. After 1 h the cooling bath is removed and the reaction mixture stirred for an other hour at ambient temperature. Then, ethyl acetate (500 ml) is added and the solution is neutralized by adding sodium bicarbonate (4N, 1 l). The water phase is extracted again with et... Product: C(C)(=O)N1C(SC2=C1C=CC=C2Cl)=O (3-Acetyl-7-chloro-2(3H)-benzothiazolone). Starting materials: ClC1=C(C(=CC=C1)[N+](=O)[O-])SCC(=O)O ([(2-chloro-6-nitro-phenyl)-thio]acetic acid), C(C)(=O)[O-].[Na+] (sodium acetate), C(C)(=O)OC(C)=O (acetic acid anhydride). RXN SMILES: [Cl:1][C:2]1[CH:7]=[CH:6][CH:5]=[C:4]([N+:8]([O-])=O)[C:3]=1[S:11][CH2:12]C(O)=O.[C:16]([O-])(=[O:18])[CH3:17].[Na+].C(OC(=O)C)(=[O:23])C>>[C:16]([N:8]1[C:4]2[CH:5]=[CH:6][CH:7]=[C:2]([Cl:1])[C:3]=2[S:11][C:12]1=[O:23])(=[O:18])[CH3:17] |f:1.2|. Procedure details: A mixture of 79.0 gm (0.32 mol) of [(2-chloro-6-nitro-phenyl)-thio]acetic acid, 150.0 gm (1.83 mol) of anhydrous sodium acetate and 600 ml of acetic acid anhydride was heated for 30 minutes at 100° C. The acetic acid anhydride was distilled off in an aspirator vacuum, the residue was stirred with 1 liter of water, and the precipitate was collected by suction filtration. After purification by chromatography on silica gel, using dichloromethane/ethyl acetate (volume ratio 1:1) for elution, the pro... Run at temperature 100 celsius. The reactants are CCCCCCCCCCCCCCCCCCOCCC1(COCc2ccccc2)CCC(=O)O1, CCO, [H][H], O. Yields the product CCCCCCCCCCCCCCCCCCOCCC1(CO)CCC(=O)O1. Reaction SMILES: [CH2:1]([c:2]1[cH:3][cH:4][cH:5][cH:6][cH:7]1)[O:8][CH2:9][C:10]1([CH2:16][CH2:17][O:18][CH2:19][CH2:20][CH2:21][CH2:22][CH2:23][CH2:24][CH2:25][CH2:26][CH2:27][CH2:28][CH2:29][CH2:30][CH2:31][CH2:32][CH2:33][CH2:34][CH2:35][CH3:36])[CH2:11][CH2:12][C:13](=[O:15])[O:14]1.[CH2:37]([OH:38])[CH3:39].[H:40][H:41].[OH2:42]>>[OH:8][CH2:9][C:10]1([CH2:16][CH2:17][O:18][CH2:19][CH2:20][CH2:21][CH2:22][CH2:23][CH2:24][CH2:25][CH2:26][CH2:27][CH2:28][CH2:29][CH2:30][CH2:31][CH2:32][CH2:33][CH2:34][CH2:35][CH3:36])[CH2:11][CH2:12][C:13](=[O:15])[O:14]1. The reactants are CS(C)=O, O=[N+]([O-])c1ccc(Cl)cc1Cl, CCOC(=O)c1c(N)sc2ccccc12. Yields the product CCOC(=O)c1c(Nc2cc(Cl)ccc2[N+](=O)[O-])sc2ccccc12. As a reaction SMILES: [CH3:27][S:28](=[O:29])[CH3:30].[Cl:16][c:17]1[c:18]([N+:24](=[O:25])[O-:26])[cH:19][cH:20][c:21]([Cl:23])[cH:22]1.[NH2:1][c:2]1[c:3]([C:11](=[O:12])[O:13][CH2:14][CH3:15])[c:4]2[c:5]([s:6]1)[cH:7][cH:8][cH:9][cH:10]2>>[NH:1]([c:2]1[c:3]([C:11](=[O:12])[O:13][CH2:14][CH3:15])[c:4]2[c:5]([s:6]1)[cH:7][cH:8][cH:9][cH:10]2)[c:17]1[c:18]([N+:24](=[O:25])[O-:26])[cH:19][cH:20][c:21]([Cl:23])[cH:22]1. Starting materials: CCN=C=NCCCN(C)C (EDCI), C1=CC=C2C(=C1)N=NN2O.O (HOBT monohydrate), C(C)(C)(C1=CC=CC=C1)N (cumylamine), BrC1=C(C(=O)O)C=CC=N1 (2-bromonicotinic acid). Run in CN(C)C=O (DMF). The product is BrC1=C(C(=O)NC(C)(C2=CC=CC=C2)C)C=CC=N1 (2-bromo-N-(1-methyl-1-phenylethyl)nicotinamide). Isolated yield 76.0%. As a reaction SMILES: [Br:1][C:2]1[N:10]=[CH:9][CH:8]=[CH:7][C:3]=1[C:4]([OH:6])=O.CCN=C=NCCCN(C)C.C1C=C2N=NN(O)C2=CC=1.O.[C:33]([NH2:42])([C:36]1[CH:41]=[CH:40][CH:39]=[CH:38][CH:37]=1)([CH3:35])[CH3:34]>CN(C=O)C>[Br:1][C:2]1[N:10]=[CH:9][CH:8]=[CH:7][C:3]=1[C:4]([NH:42][C:33]([CH3:35])([C:36]1[CH:41]=[CH:40][CH:39]=[CH:38][CH:37]=1)[CH3:34])=[O:6] |f:2.3|. Procedure details: In a similar manner to Step 1 of Example 137, 2-bromonicotinic acid (2.42 g, 12.0 mmol) was dissolved in DMF (48 mL), and the solution was treated with EDCI (3.45 g, 18.0 mmol), HOBT monohydrate (917 mg, 5.99 mmol) and cumylamine (3.40 mL, 24.0 mmol), followed by purification by flash column chromatography (chloroform/methanol=100/1 to 98/2) to obtain 2-bromo-N-(1-methyl-1-phenylethyl)nicotinamide (2.91 g, yield 76%).